describe an organic reaction: reactants, conditions, products, and yield From a dataset of the Open Reaction Database (ORD), a public repository of structured organic reaction records. Reactants: C(C1=CC=CC=C1)OC(N[C@@H]1[C@H](C[C@@H](CC1)O)C=CC)=O ([(1S,2R,4R)-(4-hydroxy-2-propenyl-cyclohexyl)]-carbamic acid benzyl ester), N1=CC=CC=C1 (pyridine), CC(=O)OI1(C=2C=CC=CC2C(=O)O1)(OC(=O)C)OC(=O)C (Dess-Martin Periodinane). Run in C(Cl)Cl (CH2Cl2). Conditions: time 12 hour. Yields the product C(C1=CC=CC=C1)OC(N[C@@H]1[C@H](CC(CC1)=O)C=CC)=O ([(1S,2R)-(4-oxo-2-propenyl-cyclohexyl)]-carbamic acid benzyl ester). Isolated yield 67.8%. RXN SMILES: [CH2:1]([O:8][C:9](=[O:21])[NH:10][C@H:11]1[CH2:16][CH2:15][C@@H:14]([OH:17])[CH2:13][C@@H:12]1[CH:18]=[CH:19][CH3:20])[C:2]1[CH:7]=[CH:6][CH:5]=[CH:4][CH:3]=1.N1C=CC=CC=1.CC(OI1(OC(C)=O)(OC(C)=O)OC(=O)C2C=CC=CC1=2)=O>C(Cl)Cl>[CH2:1]([O:8][C:9](=[O:21])[NH:10][C@H:11]1[CH2:16][CH2:15][C:14](=[O:17])[CH2:13][C@@H:12]1[CH:18]=[CH:19][CH3:20])[C:2]1[CH:3]=[CH:4][CH:5]=[CH:6][CH:7]=1. Reported procedure: A solution of [(1S,2R,4R)-(4-hydroxy-2-propenyl-cyclohexyl)]-carbamic acid benzyl ester as a colorless oil (0.56 g, 1.9 mmol) in CH2Cl2 (20 mL) was charged with pyridine (0.8 mL, 9.5 mmol) and Dess-Martin Periodinane (0.9 g, 2.1 mmol). The reaction was stirred at RT for 12 h and concentrated in vacuo. Purification of the residue via flash chromatography afforded the desired [(1S,2R)-(4-oxo-2-propenyl-cyclohexyl)]-carbamic acid benzyl ester (0.37 g) as a 3:1 mixture of Z and E diastereomers. This... Run at temperature -78 celsius. Solvent: O1CCCC1 (tetrahydrofuran). Reactants: C(C)(C)(C)[Li] (t-butyl lithium), ClC=1C=CC(=NC1)NC(C(C)(C)C)=O (N-[5-chloropyridin-2-yl]-2,2-dimethylpropanamide), CN(C=O)C (Dimethylformamide). The product is ClC=1C=C(C(=NC1)NC(C(C)(C)C)=O)C=O (N-[5-chloro-3-formylpyridin-2-yl]-2,2-dimethylpropanamide). As a reaction SMILES: [Cl:1][C:2]1[CH:3]=[CH:4][C:5]([NH:8][C:9](=[O:14])[C:10]([CH3:13])([CH3:12])[CH3:11])=[N:6][CH:7]=1.C([Li])(C)(C)C.CN(C)[CH:22]=[O:23]>O1CCCC1>[Cl:1][C:2]1[CH:3]=[C:4]([CH:22]=[O:23])[C:5]([NH:8][C:9](=[O:14])[C:10]([CH3:11])([CH3:13])[CH3:12])=[N:6][CH:7]=1. Procedure: To a chilled (−78° C.), stirred solution of the amide (Step 1) (5.0 g, 0.024 mole) in tetrahydrofuran (100 mL) was added t-butyl lithium (1.7M in pentane, 32.4 mL, 0.055 mole) dropwise. Dimethylformamide (2.3 mL, 0.03 mole) was added dropwise at −78° C. over 3 hours and the mixture allowed to warm room temperature. The reaction was quenched with ice water (200 mL) and extracted with ethyl acetate. The resulting organic phase was dried over MgSO4 and was concentrated in vacuo to a volume of 20 mL... Yield: 56.1%. The reactants are C(=O)([O-])[O-].[K+].[K+] (K2CO3), C(C)I (ethyl iodide), [N+](=O)([O-])C1=CC=2N3CCCC(C2C=C1)CC3 (4-Nitro-1-aza-tricyclo[6.3.2.0*2,7*]trideca-2(7),3,5-triene). Solvent: CC(=O)C (acetone). Reaction conditions: time 48 hour. Product: C(C)N1CC2C=3C=CC(=CC3C(C1)CC2)[N+](=O)[O-] (10-ethyl-4-nitro-10-aza-tricyclo[6.3.2.0*2,7*]trideca-2(7),3,5-triene). Yield: 73.4%. Reaction SMILES: [N+:1]([C:4]1[CH:14]=[CH:13][C:12]2[CH:11]3[CH2:15][CH2:16][N:7]([CH2:8][CH2:9][CH2:10]3)[C:6]=2[CH:5]=1)([O-:3])=[O:2].C([O-])([O-])=O.[K+].[K+].[CH2:23](I)[CH3:24]>CC(C)=O>[CH2:16]([N:7]1[CH2:6][CH:12]2[CH2:11][CH2:10][CH:9]([C:23]3[CH:24]=[CH:5][C:4]([N+:1]([O-:3])=[O:2])=[CH:14][C:13]=32)[CH2:8]1)[CH3:15] |f:1.2.3|. Procedure details: 4-Nitro-1-aza-tricyclo[6.3.2.0*2,7*]trideca-2(7),3,5-triene (82 mg, 0.376 mmol) was dissolved in acetone (5 mL) and K2CO3 (104 mg, 0.752 mmol, 2.0 eq) and ethyl iodide (64.2 mg, 0.414 mmol, 32.9 μL, 1.1 eq) were added. The reaction was stirred at room temperature for 48 hours. The reaction was then concentrated under reduced pressure and the residue was taken up in CH2Cl2 (10 mL) and washed with water (10 mL). The organic layer was dried (sodium sulfate), filtered, and concentrated under reduced... Starting materials: CC(C)(C)O, ClCc1cc2cc(Cl)ccc2s1, OC(c1ccc(NCC(F)(F)F)cc1)(C(F)(F)F)C(F)(F)F. Yields the product OC(c1ccc(N(Cc2cc3cc(Cl)ccc3s2)CC(F)(F)F)cc1)(C(F)(F)F)C(F)(F)F. Reaction SMILES: [C:35]([OH:36])([CH3:37])([CH3:38])[CH3:39].[Cl:23][c:24]1[cH:25][c:26]2[c:27]([s:28][c:29]([CH2:31][Cl:32])[cH:30]2)[cH:33][cH:34]1.[F:1][C:2]([C:3]([C:4]([F:5])([F:6])[F:7])([OH:8])[c:9]1[cH:10][cH:11][c:12]([NH:15][CH2:16][C:17]([F:18])([F:19])[F:20])[cH:13][cH:14]1)([F:21])[F:22]>>[F:1][C:2]([C:3]([C:4]([F:5])([F:6])[F:7])([OH:8])[c:9]1[cH:10][cH:11][c:12]([N:15]([CH2:16][C:17]([F:18])([F:19])[F:20])[CH2:31][c:29]2[s:28][c:27]3[c:26]([cH:25][c:24]([Cl:23])[cH:34][cH:33]3)[cH:30]2)[cH:13][cH:14]1)([F:21])[F:22]. The reactants are C(O)CN (Ethanolamine), C(C)OC(=O)C=1C2=C(C(=NC1)N)C(=CS2)COC2=C(C=CC(=C2)C2=NN=C(N2)C)C (4-amino-3-[2-methyl-5-(5-methyl-4H-[1,2,4]triazol-3-yl)-phenoxymethyl]-thieno[3,2-c]pyridine-7-carboxylic acid ethyl ester). The solvent is CS(=O)C (dimethylsulfoxide). Conditions: temperature 135 celsius, time 1 hour. The product is OCCNC(=O)C=1C2=C(C(=NC1)N)C(=CS2)COC2=C(C=CC(=C2)C2=NN=C(N2)C)C (4-amino-3-[2-methyl-5-(5-methyl-4H-[1,2,4]triazol-3-yl)-phenoxymethyl]-thieno[3,2-c]pyridine-7-carboxylic acid (2-hydroxy-ethyl)-amide). As a reaction SMILES: [CH2:1]([CH2:3][NH2:4])[OH:2].C([O:7][C:8]([C:10]1[C:11]2[S:19][CH:18]=[C:17]([CH2:20][O:21][C:22]3[CH:27]=[C:26]([C:28]4[NH:32][C:31]([CH3:33])=[N:30][N:29]=4)[CH:25]=[CH:24][C:23]=3[CH3:34])[C:12]=2[C:13]([NH2:16])=[N:14][CH:15]=1)=O)C>CS(C)=O>[OH:2][CH2:1][CH2:3][NH:4][C:8]([C:10]1[C:11]2[S:19][CH:18]=[C:17]([CH2:20][O:21][C:22]3[CH:27]=[C:26]([C:28]4[NH:32][C:31]([CH3:33])=[N:30][N:29]=4)[CH:25]=[CH:24][C:23]=3[CH3:34])[C:12]=2[C:13]([NH2:16])=[N:14][CH:15]=1)=[O:7]. Procedure details: Ethanolamine (1.5 mL; 24.9 mmol) (Aldrich) was added to a suspension of 4-amino-3-[2-methyl-5-(5-methyl-4H-[1,2,4]triazol-3-yl)-phenoxymethyl]-thieno[3,2-c]pyridine-7-carboxylic acid ethyl ester (68.4 mg; 0.162 mmol) (from Example 62 supra) in dimethylsulfoxide (0.5 mL). The mixture was heated in a microwave reactor at 135° C. for 90 minutes and then for 1 hour at 140° C. The crude reaction mixture was concentrated under high vacuum with heat to remove most of the ethanolamine and DMSO. The resi...